This data is from the Open Reaction Database (ORD), a public repository of structured organic reaction records. The task is: describe an organic reaction: reactants, conditions, products, and yield Starting materials: [Br-], [Li]CCCC, C[P+](c1ccccc1)(c1ccccc1)c1ccccc1, CCCCCC, CCOC(C)=O, C1CCOC1, CC(C)(C)OC(=O)N1CCC(=O)CC1. Yields the product C=C1CCN(C(=O)OC(C)(C)C)CC1. RXN SMILES: [Br-:20].[CH2:47]([Li:48])[CH2:49][CH2:50][CH3:51].[CH3:21][P+:22]([c:23]1[cH:24][cH:25][cH:26][cH:27][cH:28]1)([c:29]1[cH:30][cH:31][cH:32][cH:33][cH:34]1)[c:35]1[cH:36][cH:37][cH:38][cH:39][cH:40]1.[CH3:41][CH2:42][CH2:43][CH2:44][CH2:45][CH3:46].[CH3:52][CH2:53][O:54][C:55](=[O:56])[CH3:57].[O:15]1[CH2:16][CH2:19][CH2:18][CH2:17]1.[O:1]=[C:2]1[CH2:3][CH2:4][N:5]([C:8](=[O:9])[O:10][C:11]([CH3:12])([CH3:13])[CH3:14])[CH2:6][CH2:7]1>>[C:2]1(=[CH2:16])[CH2:3][CH2:4][N:5]([C:8](=[O:9])[O:10][C:11]([CH3:12])([CH3:13])[CH3:14])[CH2:6][CH2:7]1.